From a dataset of the Open Reaction Database (ORD), a public repository of structured organic reaction records. describe an organic reaction: reactants, conditions, products, and yield The reactants are NCCSCC1=NC=CC=C1Cl (2-[(2-aminoethyl)thiomethyl]-3-chloropyridine), C1(=CC=CC=C1)S(=O)(=O)C=C(SC)SC (1-benzenesulphonyl-2,2-bis-methylthioethylene). The product is C1(=CC=CC=C1)S(=O)(=O)C=C(NCCSCC1=NC=CC=C1Cl)SC (1-benzenesulphonyl-2-methylthio-2-{2-[(3-chloro-2-pyridyl)methylthio]ethylamino}-ethylene). Reaction SMILES: [NH2:1][CH2:2][CH2:3][S:4][CH2:5][C:6]1[C:11]([Cl:12])=[CH:10][CH:9]=[CH:8][N:7]=1.[C:13]1([S:19]([CH:22]=[C:23](SC)[S:24][CH3:25])(=[O:21])=[O:20])[CH:18]=[CH:17][CH:16]=[CH:15][CH:14]=1>>[C:13]1([S:19]([CH:22]=[C:23]([S:24][CH3:25])[NH:1][CH2:2][CH2:3][S:4][CH2:5][C:6]2[C:11]([Cl:12])=[CH:10][CH:9]=[CH:8][N:7]=2)(=[O:21])=[O:20])[CH:14]=[CH:15][CH:16]=[CH:17][CH:18]=1. Procedure: Reaction of 2-[(2-aminoethyl)thiomethyl]-3-chloropyridine with 1-benzenesulphonyl-2,2-bis-methylthioethylene by the procedure of Example 1(b)(i) yields 1-benzenesulphonyl-2-methylthio-2-{2-[(3-chloro-2-pyridyl)methylthio]ethylamino}-ethylene. The reactants are FC1=C(C=CC(=C1F)C1CCC(CC1)CCCCC)C1(CCC(CC1)C1=C(C(=C(C=C1)OCC)F)F)O (1-(2,3-difluoro-4-(4-pentylcyclohexyl)phenyl)-4-(4-ethoxy-2,3-difluorophenyl)cyclohexanol), C1(=CC=C(C=C1)S(=O)(=O)O)C (p-toluenesulfonic acid), C1(=CC=CC=C1)C (toluene). Solvent: O (water). Run at temperature 30 celsius. Product: FC1=C(C=CC(=C1F)C1CCC(CC1)CCCCC)C1=CCC(CC1)C1=C(C(=C(C=C1)OCC)F)F (1-(4-(2,3-difluoro-4-(4-pentylcyclohexyl)phenyl)cyclohex-3-enyl)-4-ethoxy-2,3-difluorobenzene). Isolated yield 50.2%. Reaction SMILES: [F:1][C:2]1[C:7]([F:8])=[C:6]([CH:9]2[CH2:14][CH2:13][CH:12]([CH2:15][CH2:16][CH2:17][CH2:18][CH3:19])[CH2:11][CH2:10]2)[CH:5]=[CH:4][C:3]=1[C:20]1(O)[CH2:25][CH2:24][CH:23]([C:26]2[CH:31]=[CH:30][C:29]([O:32][CH2:33][CH3:34])=[C:28]([F:35])[C:27]=2[F:36])[CH2:22][CH2:21]1.C1(C)C=CC(S(O)(=O)=O)=CC=1.C1(C)C=CC=CC=1>O>[F:1][C:2]1[C:7]([F:8])=[C:6]([CH:9]2[CH2:14][CH2:13][CH:12]([CH2:15][CH2:16][CH2:17][CH2:18][CH3:19])[CH2:11][CH2:10]2)[CH:5]=[CH:4][C:3]=1[C:20]1[CH2:25][CH2:24][CH:23]([C:26]2[CH:31]=[CH:30][C:29]([O:32][CH2:33][CH3:34])=[C:28]([F:35])[C:27]=2[F:36])[CH2:22][CH:21]=1. Procedure: The compound (51) (9.7 g), p-toluenesulfonic acid (0.15 g) and toluene (200 ml) were mixed, and the mixture was heated under reflux for 2 hours while water being distilled was removed. The reaction mixture was cooled to 30° C., and then water (200 ml) and toluene (300 ml) were added thereto and mixed. The mixture was then allowed to stand until it had separated into two phases of organic and aqueous phases, and extraction into an organic phase was carried out. The organic phase obtained was frac... Reactants: O=O (oxygen), C1(=CC=CC=C1)N1N=C(CC1)N (1-phenyl-3-amino-2-pyrazoline), N1=CC=CC=C1 (pyridine). Reagents/catalysts: [Cu] (copper), [Cu] (copper). Run in C(C)O (ethyl alcohol). Reaction conditions: time 2 hour. Yields the product C1(=CC=CC=C1)N1N=C(C=C1)N (1-phenyl-3-aminopyrazole). Reaction SMILES: [C:1]1([N:7]2[CH2:11][CH2:10][C:9]([NH2:12])=[N:8]2)[CH:6]=[CH:5][CH:4]=[CH:3][CH:2]=1.N1C=CC=CC=1.O=O>[Cu].C(O)C>[C:1]1([N:7]2[CH:11]=[CH:10][C:9]([NH2:12])=[N:8]2)[CH:2]=[CH:3][CH:4]=[CH:5][CH:6]=1. Procedure details: 1-phenyl-3-amino-2-pyrazoline, copper salt (CuCl) and metallic copper, if any, and/or pyridine, in the form of a suspension or of a solution in the solvent (e.g., ethyl alcohol) are introduced, in the desired amounts (between 5 and 6%), into a reactor equipped with feeding systems for reagents and with an effective stirrer. Stirring is started in an oxygen atmosphere. After about 2 hours, oxidation is concluded and the whole solid is dissolved. The catalyst is filtered, the solvent is distilled ... Starting materials: [C@@H]1(C[C@H](O)[C@@H](CO)O1)N1C(=O)NC(=O)C(C)=C1 (thymidine), CN(C1=C2N=CNC2=NC=N1)C (6-Dimethylamino-9H-purine), Purine nucleoside, F[C@H]1C[C@@H](O[C@@H]1CO)N1C(=O)NC(=O)C=C1 (2',3'-dideoxy-3'-fluorouridine), [N-]=[N+]=[N-].[K+] (potassium azide). Run in CO (MeOH), P(=O)([O-])([O-])[O-].[K+].[K+].[K+] (potassium phosphate). Run at temperature 45 celsius, time 6 day. Yields the product F[C@H]1C[C@@H](O[C@@H]1CO)N1C2=NC=NC(=C2N=C1)N(C)C (9-(2,3-dideoxy-3-fluoro-β-D-erythro-pentofuranosyl)-6-dimethylamino-9H-purine). The yield is 46.6%. As a reaction SMILES: [CH3:1][N:2]([CH3:12])[C:3]1[N:11]=[CH:10][N:9]=[C:8]2[C:4]=1[N:5]=[CH:6][NH:7]2.[F:13][C@@H:14]1[C@@H:18]([CH2:19][OH:20])[O:17][C@@H:16](N2C=CC(=O)NC2=O)[CH2:15]1.[N-]=[N+]=[N-].[K+].[C@@H]1(N2C=C(C)C(=O)NC2=O)O[C@H](CO)[C@@H](O)C1>P([O-])([O-])([O-])=O.[K+].[K+].[K+].CO>[F:13][C@@H:14]1[C@@H:18]([CH2:19][OH:20])[O:17][C@@H:16]([N:7]2[CH:6]=[N:5][C:4]3[C:8]2=[N:9][CH:10]=[N:11][C:3]=3[N:2]([CH3:12])[CH3:1])[CH2:15]1 |f:2.3,5.6.7.8|. Reported procedure: 6-Dimethylamino-9H-purine (0.42 g, 2.6 mmoles), (Aldrich Chemical Company) and 2',3'-dideoxy-3'-fluorouridine (0.50 g, 2.2 moles) were suspended in 50 ml 10 mM potassium phosphate buffer, pH 7.0, containing 0.04% potassium azide. Purine nucleoside phosphorylase (1120 I.U.) and thymidine phosphorylase (10,000 I.U.) (Krenitsky, et al., Biochemistry, 20, 3615, 1981 and U.S. Pat. No 4,381,344) immobilized on DEAE cellulose was added to the reaction and the suspension was stirred at 45° C. After 6 da... The reactants are CS(=O)(=O)OCC1CN=C(S1)C=1NC2=C(C=CC=C2C1)N(S(=O)(=O)C1=NC=CC=C1)C ((2-{7-[methyl(pyridin-2-ylsulfonyl)amino]-1H-indol-2-yl}-4,5-dihydro-1,3-thiazol-5-yl)methyl methanesulfonate), N1C(=NC=C1)C(=O)OCC (ethyl 1H-imidazole-2-carboxylate), C([O-])([O-])=O.[K+].[K+] (potassium carbonate), CN(C=O)C (N,N-dimethylformamide). Solvent: O (Water). Conditions: temperature 60 celsius, time 4.5 hour. Product: CN(C=1C=CC=C2C=C(NC12)C=1SC(CN1)CN1C(=NC=C1)C(=O)OCC)S(=O)(=O)C1=NC=CC=C1 (ethyl 1-[(2-{7-[methyl(pyridin-2-ylsulfonyl)amino]-1H-indol-2-yl}-4,5-dihydro-1,3-thiazol-5-yl)methyl]-1H-imidazole-2-carboxylate). Yield: 83.2%. Reaction SMILES: CS(O[CH2:6][CH:7]1[S:11][C:10]([C:12]2[NH:13][C:14]3[C:19]([CH:20]=2)=[CH:18][CH:17]=[CH:16][C:15]=3[N:21]([CH3:31])[S:22]([C:25]2[CH:30]=[CH:29][CH:28]=[CH:27][N:26]=2)(=[O:24])=[O:23])=[N:9][CH2:8]1)(=O)=O.[NH:32]1[CH:36]=[CH:35][N:34]=[C:33]1[C:37]([O:39][CH2:40][CH3:41])=[O:38].C(=O)([O-])[O-].[K+].[K+].CN(C)C=O>O>[CH3:31][N:21]([S:22]([C:25]1[CH:30]=[CH:29][CH:28]=[CH:27][N:26]=1)(=[O:24])=[O:23])[C:15]1[CH:16]=[CH:17][CH:18]=[C:19]2[C:14]=1[NH:13][C:12]([C:10]1[S:11][CH:7]([CH2:6][N:32]3[CH:36]=[CH:35][N:34]=[C:33]3[C:37]([O:39][CH2:40][CH3:41])=[O:38])[CH2:8][N:9]=1)=[CH:20]2 |f:2.3.4|. Procedure details: A mixture of (2-{7-[methyl(pyridin-2-ylsulfonyl)amino]-1H-indol-2-yl}-4,5-dihydro-1,3-thiazol-5-yl)methyl methanesulfonate (250 mg), ethyl 1H-imidazole-2-carboxylate (146 mg), potassium carbonate (144 mg) and N,N-dimethylformamide (5 mL) was stirred at 60° C. for 4.5 hr. Water was added to the reaction mixture, and the mixture was extracted with ethyl acetate. The organic layer was washed successively with water and saturated brine, dried over magnesium sulfate, and filtrated, and the filtrate w... Yields the product CC(C)(C)OC(=O)N(CCOc1cc(Cl)cc(C(=O)N(CCOCC2COC(C)(C)O2)c2ccccc2F)c1)c1ccncc1. As a reaction SMILES: [C:7]([CH3:8])([CH3:9])([CH3:10])[O:11][C:12](=[O:13])[N:14]([CH2:15][CH2:16][O:17][c:18]1[cH:19][c:20]([C:21](=[O:22])[OH:23])[cH:24][c:25]([Cl:27])[cH:26]1)[c:28]1[cH:29][cH:30][n:31][cH:32][cH:33]1.[CH3:34][C:35]1([CH3:52])[O:36][CH2:37][CH:38]([CH2:40][O:41][CH2:42][CH2:43][NH:44][c:45]2[c:46]([F:51])[cH:47][cH:48][cH:49][cH:50]2)[O:39]1.[CH3:65][N:66]([c:67]1[cH:68][cH:69][n:70][cH:71][cH:72]1)[CH3:73].[CH:53]([N:54]([CH2:55][CH3:56])[CH:57]([CH3:58])[CH3:59])([CH3:60])[CH3:61].[Cl:1][C:2]([C:3]([Cl:4])=[O:5])=[O:6].[Cl:62][CH2:63][Cl:64].[O:74]=[CH:75][N:76]([CH3:77])[CH3:78]>>[C:7]([CH3:8])([CH3:9])([CH3:10])[O:11][C:12](=[O:13])[N:14]([CH2:15][CH2:16][O:17][c:18]1[cH:19][c:20]([C:21](=[O:22])[N:44]([CH2:43][CH2:42][O:41][CH2:40][CH:38]2[CH2:37][O:36][C:35]([CH3:34])([CH3:52])[O:39]2)[c:45]2[c:46]([F:51])[cH:47][cH:48][cH:49][cH:50]2)[cH:24][c:25]([Cl:27])[cH:26]1)[c:28]1[cH:29][cH:30][n:31][cH:32][cH:33]1. The reactants are CC(C)(C)OC(=O)N(CCOc1cc(Cl)cc(C(=O)O)c1)c1ccncc1, CC1(C)OCC(COCCNc2ccccc2F)O1, CN(C)c1ccncc1, CCN(C(C)C)C(C)C, O=C(Cl)C(=O)Cl, ClCCl, CN(C)C=O. Starting materials: BrC=1C=C(C=CC1)NC1=C(C=NC2=CC=C(C=C12)[N+](=O)[O-])C#N (4-[(3-bromophenyl)amino]-6-nitro-quinoline-3-carbonitrile), SnCl2 dihydrate, ice water, C([O-])(O)=O.[Na+] (sodium bicarbonate). The solvent is C(C)O (ethanol). Reaction conditions: temperature 25 celsius, time 2 hour. The product is NC=1C=C2C(=C(C=NC2=CC1)C#N)NC1=CC(=CC=C1)Br (6-Amino-4-[(3-bromophenyl)amino]-quinoline-3-carbonitrile). Yield: 106.5%. Reaction SMILES: [Br:1][C:2]1[CH:3]=[C:4]([NH:8][C:9]2[C:18]3[C:13](=[CH:14][CH:15]=[C:16]([N+:19]([O-])=O)[CH:17]=3)[N:12]=[CH:11][C:10]=2[C:22]#[N:23])[CH:5]=[CH:6][CH:7]=1.C(=O)(O)[O-].[Na+]>C(O)C>[NH2:19][C:16]1[CH:17]=[C:18]2[C:13](=[CH:14][CH:15]=1)[N:12]=[CH:11][C:10]([C:22]#[N:23])=[C:9]2[NH:8][C:4]1[CH:5]=[CH:6][CH:7]=[C:2]([Br:1])[CH:3]=1 |f:1.2|. Procedure: A mixture of 4.00 g (10.8 mmol) of 4-[(3-bromophenyl)amino]-6-nitro-quinoline-3-carbonitrile and 12.2 g (54.2 mmol) of SnCl2 dihydrate in 160 mL of ethanol was refluxed under N2 for 1.3 h. After cooling to 25° C., ice water and sodium bicarbonate were added and the mixture was stirred for 2 h. Extraction with chloroform, treatment with Darco, drying (magnesium sulfate) and solvent removal gave 3.9 g of brown crystals: mass spectrum (electrospray, m/e): M+H 339. As a reaction SMILES: B1(C)OC(C2C=CC=CC=2)(C2C=CC=CC=2)[C@H]2N1CCC2.B.C1COCC1.[Cl:28][CH2:29][C:30]([C:32]1[CH:33]=[C:34]2[C:38](=[C:39]([Cl:41])[CH:40]=1)[NH:37][C:36](=[O:42])[CH2:35]2)=[O:31]>C1COCC1>[Cl:41][C:39]1[C:38]2[C:34](=[CH:35][C:36](=[O:42])[N:37]=2)[CH:33]=[C:32]([C@H:30]([OH:31])[CH2:29][Cl:28])[CH:40]=1 |f:1.2|. Starting materials: B1(N2CCC[C@H]2C(O1)(C3=CC=CC=C3)C4=CC=CC=C4)C ((S)-Methyl-CBS-oxazaborolidine), B.C1CCOC1 (BH3-THF), B.C1CCOC1 (BH3-THF), ClCC(=O)C=1C=C2CC(NC2=C(C1)Cl)=O (5-Chloroacetyl-7-chlorooxindole). Run in C1CCOC1 (THF). Yields the product ClC1=CC(=CC2=CC(N=C12)=O)[C@@H](CCl)O ((S)-7-Chloro-5-(2-chloro-1-hydroxy-ethyl)-2-oxoindole). Reaction conditions: time 1 hour. Procedure details: To a solution of (S)-Methyl-CBS-oxazaborolidine (1M in toluene, 0.745 mL, 0.745 mmol) and BH3-THF (8 mL, 8 mmol) is added at the same time a solution of BH3-THF (19 mL, 19 mmol) and a solution of the 5-Chloroacetyl-7-chlorooxindole (37.98 mmol) in 19 mL of THF. Both solutions are added dropwise over 30 minutes. The solution is stirred for 1 hour and quenched with the slow addition of methanol (50 mL). The solution is concentrated and the residue chromatographed over a short silica gel column (1:... Reactants: S1(=O)(=O)NC(=O)C2=CC=CC=C12 (saccharin), C[O-].[Na+] (sodium methoxide), CN(C=O)C (dimethylformamide), ice water. Conditions: time 1 hour. The product is OC1=C(NS(C2=C1C=CC=C2)(=O)=O)C(=O)N(C2=CC=CC=C2)C (4-Hydroxy-N-methyl-N-phenyl-2H-1,2-benzothiazine-3-carboxamide 1,1-dioxide). RXN SMILES: [S:1]1([C:12]2[C:7](=[CH:8][CH:9]=[CH:10][CH:11]=2)[C:5](=O)[NH:4]1)(=[O:3])=[O:2].[CH3:13][O-:14].[Na+].[CH3:16][N:17]([CH3:20])[CH:18]=[O:19]>>[OH:14][C:13]1[C:7]2[CH:8]=[CH:9][CH:10]=[CH:11][C:12]=2[S:1](=[O:2])(=[O:3])[NH:4][C:5]=1[C:18]([N:17]([CH3:20])[C:16]1[CH:11]=[CH:12][CH:7]=[CH:8][CH:9]=1)=[O:19] |f:1.2|. Procedure details: To a solution of 9.9g (0.03 mole) of 2- (N-methyl-N-phenylcarbamoyl)!saccharin in 125ml of dimethylformamide at 35° C is added all at once 4.9g (0.09 mole) of sodium methoxide. A considerable amount of heat is evolved and the mixture turns purple in color. Stirring is continued for one hour and it is poured into ice-water containing excess hydrochloric acid to cause precipitation of 5.5g of a tan solid, mp. 138°-144° C. This is dissolved in dichloromethane and extracted with aqueous sodium carbo... The reactants are C(CCC)[Li] (n-butyl lithium), CC=1C=NC=2CCCCC2C1C (3,4-dimethyl-5,6,7,8-tetrahydroquinoline-). Yields the product [Li]C1CCCC=2C(=C(C=NC12)C)C (8-Lithio-3,4-dimethyl-5,6,7,8-tetrahydroquinoline). As a reaction SMILES: [CH2:1]([Li:5])[CH2:2][CH2:3][CH3:4].[CH3:6][C:7]1[CH:8]=[N:9][C:10]2CCCC[C:15]=2[C:16]=1[CH3:17]>>[Li:5][CH:1]1[C:10]2[N:9]=[CH:8][C:7]([CH3:6])=[C:16]([CH3:17])[C:15]=2[CH2:4][CH2:3][CH2:2]1. Reported procedure: By the method described in Example 7 using n-butyl lithium solution (9% w/v, 25 ml, 0.034 mol), and 3,4-dimethyl-5,6,7,8-tetrahydroquinoline-(5.65 g, 0.034 mol) the title compound is prepared and converted to methyl 3,4-dimethyl-5,6,7,8-tetrahydroquinoline-8-carboxylate which is then converted to the corresponding 8-thioamide by the procedure of U.S. Ser. No. 460,265.